This data is from the Open Reaction Database (ORD), a public repository of structured organic reaction records. The task is: describe an organic reaction: reactants, conditions, products, and yield Reactants: COC(COC1=C2C(=C(N(C2=CC=C1)CC1=C(C=CC=C1)C1=CC=CC=C1)C1CC1)C(C(=O)N)=O)=O ([[3-(2-amino-1,2-dioxoethyl)-1-([1,1'-biphenyl]-2-ylmethyl)-2-cyclopropyl-1H-indol-4-yl]0xy]acetic acid methyl ester). Run in [OH-].[Na+] (NaOH), CO (MeOH). Conditions: time 0.5 hour. The product is NC(C(=O)C1=C(N(C2=CC=CC(=C12)OCC(=O)O)CC1=C(C=CC=C1)C1=CC=CC=C1)C1CC1)=O ([[3-(2-amino-1,2-dioxoethyl)-1-([1,1'-biphenyl]-2-ylmethyl)-2-cyclopropyl-1H-indol-4-yl]oxy]acetic acid). Yield: 62.3%. Reaction SMILES: C[O:2][C:3](=[O:36])[CH2:4][O:5][C:6]1[CH:14]=[CH:13][CH:12]=[C:11]2[C:7]=1[C:8]([C:31](=[O:35])[C:32]([NH2:34])=[O:33])=[C:9]([CH:28]1[CH2:30][CH2:29]1)[N:10]2[CH2:15][C:16]1[CH:21]=[CH:20][CH:19]=[CH:18][C:17]=1[C:22]1[CH:27]=[CH:26][CH:25]=[CH:24][CH:23]=1>[OH-].[Na+].CO>[NH2:34][C:32](=[O:33])[C:31]([C:8]1[C:7]2[C:11](=[CH:12][CH:13]=[CH:14][C:6]=2[O:5][CH2:4][C:3]([OH:36])=[O:2])[N:10]([CH2:15][C:16]2[CH:21]=[CH:20][CH:19]=[CH:18][C:17]=2[C:22]2[CH:27]=[CH:26][CH:25]=[CH:24][CH:23]=2)[C:9]=1[CH:28]1[CH2:29][CH2:30]1)=[O:35] |f:1.2|. Procedure details: A mixture of 175 mg (0.36 mmol) of [[3-(2-amino-1,2-dioxoethyl)-1-([1,1'-biphenyl]-2-ylmethyl)-2-cyclopropyl-1H-indol-4-yl]0xy]acetic acid methyl ester in 4 mL of 1N NaOH and 10 mL of MeOH was stirred for 0.5 hours, concentrated at reduced pressure and the residue taken up in EtOAc/water. The aqueous layer was separated, made acidic with 1N HCl to pH 2-3 and extracted with EtOAc. The EtOAc solution was dried (MgSO4), evaporated and the residue stirred with EtOAc/ether. The insoluble material was...